This data is from the Open Reaction Database (ORD), a public repository of structured organic reaction records. The task is: describe an organic reaction: reactants, conditions, products, and yield Starting materials: C(=C)[Mg]Br.O1CCCC1 (vinylmagnesium bromide tetrahydrofuran), C1(=CC=CC=C1)C(CCC#N)(C=O)C1=CC=CC=C1 (4,4-diphenyl-4-formylbutanenitrile), [Cl-].[NH4+] (ammonium chloride). Run in O1CCCC1 (tetrahydrofuran). Product: C1(=CC=CC=C1)C(CCC#N)(C(C=C)O)C1=CC=CC=C1 (4,4-Diphenyl-5-hydroxyl-6-heptenenitrile). As a reaction SMILES: [C:1]1([C:7]([C:14]2[CH:19]=[CH:18][CH:17]=[CH:16][CH:15]=2)([CH:12]=[O:13])[CH2:8][CH2:9][C:10]#[N:11])[CH:6]=[CH:5][CH:4]=[CH:3][CH:2]=1.[CH:20]([Mg]Br)=[CH2:21].O1CCCC1.[Cl-].[NH4+]>O1CCCC1>[C:1]1([C:7]([C:14]2[CH:19]=[CH:18][CH:17]=[CH:16][CH:15]=2)([CH:12]([OH:13])[CH:20]=[CH2:21])[CH2:8][CH2:9][C:10]#[N:11])[CH:2]=[CH:3][CH:4]=[CH:5][CH:6]=1 |f:1.2,3.4|. Procedure details: Under argon gas, 4,4-diphenyl-4-formylbutanenitrile (5.0 g) was dissolved in dry tetrahydrofuran (200 ml). Then, 1M vinylmagnesium bromide-tetrahydrofuran (30 ml) was added dropwise -40° C. After completion of addition, the reaction temperature was allowed to rise gradually to 0° C. (over 3 hours). After completion of the reaction, a saturated aqueous solution of ammonium chloride was added to the reaction mixture and the insoluble matter was filtered off. The filtrate was extracted with ethyl a... The reactants are CC1(OCCO1)C1=CC=C(O1)CN1N=C(C=C1)N (1-[5-(2-methyl-[1,3]dioxolan-2-yl)-furan-2-ylmethyl]-1H-pyrazol-3-ylamine), CC=1C=C(C=CC1C)C1=C(N=CO1)C(=O)O (5-(3,4-dimethyl-phenyl)-oxazole-4-carboxylic acid), 05b. Product: C(C)(=O)C1=CC=C(O1)CN1N=C(C=C1)NC(=O)C=1N=COC1C1=CC(=C(C=C1)C)C (5-(3,4-Dimethyl-phenyl)-oxazole-4-carboxylic acid [1-(5-acetyl-furan-2-ylmethyl)-1H-pyrazol-3-yl]-amide). Reaction SMILES: [CH3:1][C:2]1([C:7]2[O:11][C:10]([CH2:12][N:13]3[CH:17]=[CH:16][C:15]([NH2:18])=[N:14]3)=[CH:9][CH:8]=2)[O:6]CCO1.[CH3:19][C:20]1[CH:21]=[C:22]([C:27]2[O:31][CH:30]=[N:29][C:28]=2[C:32](O)=[O:33])[CH:23]=[CH:24][C:25]=1[CH3:26]>>[C:2]([C:7]1[O:11][C:10]([CH2:12][N:13]2[CH:17]=[CH:16][C:15]([NH:18][C:32]([C:28]3[N:29]=[CH:30][O:31][C:27]=3[C:22]3[CH:23]=[CH:24][C:25]([CH3:26])=[C:20]([CH3:19])[CH:21]=3)=[O:33])=[N:14]2)=[CH:9][CH:8]=1)(=[O:6])[CH3:1]. Procedure: Following general procedure B followed by T, starting from 1-[5-(2-methyl-[1,3]dioxolan-2-yl)-furan-2-ylmethyl]-1H-pyrazol-3-ylamine and 5-(3,4-dimethyl-phenyl)-oxazole-4-carboxylic acid. LC-MS-conditions 05b: tR=1.11 min; [M+H]+=405.09. Procedure details: Phenyl lithium (33 mL, 60 mmol, 1.8 M solution in dibutyl ether) was mixed in drops with a solution of the title compound from step 1 (5.70 g, 20 mmol) in diethyl ether (60 mL) in argon and at room temperature. During this, the temperature of the reaction solution rose to 35° C. and a solid separated out. The reaction mixture was stirred with reflux for 30 min, then hydrolysed in an ice bath with 20% NH4Cl solution (40 mL) and the organic phase was separated. The aqueous phase was extracted with... Reaction SMILES: [C:1]1([Li])[CH:6]=[CH:5]C=[CH:3][CH:2]=1.[CH2:8]([C:15]1([CH2:25][N:26]([CH3:28])[CH3:27])[CH2:20][CH2:19][C:18]([NH:23][CH3:24])([C:21]#N)[CH2:17][CH2:16]1)[C:9]1[CH:14]=[CH:13][CH:12]=[CH:11][CH:10]=1>C(OCC)C>[CH2:8]([C:15]1([CH2:25][N:26]([CH3:27])[CH3:28])[CH2:16][CH2:17][C:18]([C:21]2[CH:5]=[CH:6][CH:1]=[CH:2][CH:3]=2)([NH:23][CH3:24])[CH2:19][CH2:20]1)[C:9]1[CH:14]=[CH:13][CH:12]=[CH:11][CH:10]=1. Reactants: C1(=CC=CC=C1)[Li] (Phenyl lithium), C(C1=CC=CC=C1)C1(CCC(CC1)(C#N)NC)CN(C)C (4-benzyl-4-dimethylaminomethyl-1-methylamino-cyclohexane carbonitrile). Run in C(C)OCC (diethyl ether). The product is C(C1=CC=CC=C1)C1(CCC(CC1)(NC)C1=CC=CC=C1)CN(C)C (4-benzyl-4-((dimethylamino)methyl)-N-methyl-1-phenylcyclohexanamine). Starting materials: O=C1N(C(=CC(N1)=O)OCCC)CC1=CC=C(C=C1)C=1C(=CC=CC1)C#N (4′-[(2,4-dioxo-6-propoxy-3,4-dihydropyrimidin-1(2H)-yl)methyl]-biphenyl-2-carbonitrile), BrCC(C(C)(C)C)=O (1-bromo-3,3-dimethylbutan-2-one), CN(C=O)C (N,N-dimethylformamide), [H-].[Na+] (sodium hydride). Run in C(C)(=O)OCC (ethyl acetate). Reaction conditions: time 2 hour. The product is CC(C(CN1C(N(C(=CC1=O)OCCC)CC1=CC=C(C=C1)C=1C(=CC=CC1)C#N)=O)=O)(C)C (4′-{[3-(3,3-dimethyl-2-oxobutyl)-2,4-dioxo-6-propoxy-3,4-dihydropyrimidin-1(2H)-yl]methyl}biphenyl-2-carbonitrile). Isolated yield 62.9%. RXN SMILES: [O:1]=[C:2]1[NH:7][C:6](=[O:8])[CH:5]=[C:4]([O:9][CH2:10][CH2:11][CH3:12])[N:3]1[CH2:13][C:14]1[CH:19]=[CH:18][C:17]([C:20]2[C:21]([C:26]#[N:27])=[CH:22][CH:23]=[CH:24][CH:25]=2)=[CH:16][CH:15]=1.Br[CH2:29][C:30](=[O:35])[C:31]([CH3:34])([CH3:33])[CH3:32].CN(C)C=O.[H-].[Na+]>C(OCC)(=O)C>[CH3:32][C:31]([CH3:34])([CH3:33])[C:30](=[O:35])[CH2:29][N:7]1[C:6](=[O:8])[CH:5]=[C:4]([O:9][CH2:10][CH2:11][CH3:12])[N:3]([CH2:13][C:14]2[CH:19]=[CH:18][C:17]([C:20]3[C:21]([C:26]#[N:27])=[CH:22][CH:23]=[CH:24][CH:25]=3)=[CH:16][CH:15]=2)[C:2]1=[O:1] |f:3.4|. Procedure: To a mixture of 4′-[(2,4-dioxo-6-propoxy-3,4-dihydropyrimidin-1(2H)-yl)methyl]-biphenyl-2-carbonitrile (1 g), 1-bromo-3,3-dimethylbutan-2-one (0.59 g) and N,N-dimethylformamide (15 mL) was added 60% sodium hydride (0.17 g), and the mixture was stirred at room temperature for 2 hr. The reaction mixture was diluted with ethyl acetate, washed with 5% potassium hydrogensulfate and then saturated brine, and dried over anhydrous magnesium sulfate. The solvent was evaporated under reduced pressure. The... Reactants: CC(C)(C)OC(=O)N(Cc1ccc(C=O)cc1)Cc1ccccn1, COc1cnc2c(c1)CCCC2N, ClCCl. Yields the product COc1cnc2c(c1)CCCC2NCc1ccc(CN(Cc2ccccn2)C(=O)OC(C)(C)C)cc1. Reaction SMILES: [C:14]([CH3:15])([CH3:16])([CH3:17])[O:18][C:19](=[O:20])[N:21]([CH2:22][c:23]1[n:24][cH:25][cH:26][cH:27][cH:28]1)[CH2:29][c:30]1[cH:31][cH:32][c:33]([CH:34]=[O:35])[cH:36][cH:37]1.[CH3:1][O:2][c:3]1[cH:4][n:5][c:6]2[c:11]([cH:12]1)[CH2:10][CH2:9][CH2:8][CH:7]2[NH2:13].[Cl:38][CH2:39][Cl:40]>>[CH3:1][O:2][c:3]1[cH:4][n:5][c:6]2[c:11]([cH:12]1)[CH2:10][CH2:9][CH2:8][CH:7]2[NH:13][CH2:34][c:33]1[cH:32][cH:31][c:30]([CH2:29][N:21]([C:19]([O:18][C:14]([CH3:15])([CH3:16])[CH3:17])=[O:20])[CH2:22][c:23]2[n:24][cH:25][cH:26][cH:27][cH:28]2)[cH:37][cH:36]1. The reactants are C(CC)N (propylamine), CN(CCN)C (2-(dimethylamino)ethylamine), C(CC)NC(N)=N (N'-propyl guanidine). Product: CN(CCNC(N)=N)C (N'-(2-dimethylaminoethyl) guanidine). As a reaction SMILES: C(N)CC.[CH2:5]([NH:8][C:9](=[NH:11])[NH2:10])[CH2:6]C.[CH3:12][N:13](C)[CH2:14]CN>>[CH3:12][N:13]([CH3:14])[CH2:6][CH2:5][NH:8][C:9](=[NH:11])[NH2:10]. Procedure details: By the same procedure, using propylamine the corresponding N'-propyl guanidine is prepared. Using 2-(dimethylamino)ethylamine the corresponding N'-(2-dimethylaminoethyl) guanidine is prepared.